This data is from the Open Reaction Database (ORD), a public repository of structured organic reaction records. The task is: describe an organic reaction: reactants, conditions, products, and yield Starting materials: CN(c1cccc2cc(C(=O)NCC(C)(CN3CCC4(CC3)OCCO4)SCc3ccccc3)[nH]c12)S(=O)(=O)c1cccs1, CSC, ClCCl, O=S(=O)(OS(=O)(=O)C(F)(F)F)C(F)(F)F, [Na+], O=C([O-])O, O=P(c1ccccc1)(c1ccccc1)c1ccccc1. The product is CN(c1cccc2cc(C3=NCC(C)(CN4CCC5(CC4)OCCO5)S3)[nH]c12)S(=O)(=O)c1cccs1. Reaction SMILES: [CH2:36]([c:38]1[cH:39][cH:40][cH:41][cH:42][cH:48]1)[S:43][C:44]([CH2:45][NH:46][C:47](=[O:37])[c:49]1[nH:50][c:51]2[c:52]([N:58]([S:59](=[O:60])(=[O:61])[c:62]3[s:63][cH:64][cH:65][cH:66]3)[CH3:67])[cH:53][cH:54][cH:55][c:56]2[cH:57]1)([CH2:68][N:69]1[CH2:70][CH2:71][C:72]2([O:73][CH2:74][CH2:75][O:76]2)[CH2:77][CH2:78]1)[CH3:79].[CH3:80][S:81][CH3:82].[Cl:88][CH2:89][Cl:90].[F:21][C:22]([S:23]([O:24][S:25]([C:26]([F:27])([F:28])[F:29])(=[O:30])=[O:31])(=[O:32])=[O:33])([F:34])[F:35].[Na+:83].[OH:84][C:85](=[O:86])[O-:87].[c:1]1([P:2](=[O:3])([c:4]2[cH:5][cH:6][cH:7][cH:8][cH:9]2)[c:10]2[cH:11][cH:12][cH:13][cH:14][cH:15]2)[cH:16][cH:17][cH:18][cH:19][cH:20]1>>[S:43]1[C:44]([CH2:68][N:69]2[CH2:70][CH2:71][C:72]3([O:73][CH2:74][CH2:75][O:76]3)[CH2:77][CH2:78]2)([CH3:79])[CH2:45][N:46]=[C:47]1[c:49]1[nH:50][c:51]2[c:52]([N:58]([S:59](=[O:60])(=[O:61])[c:62]3[s:63][cH:64][cH:65][cH:66]3)[CH3:67])[cH:53][cH:54][cH:55][c:56]2[cH:57]1.